This data is from the Open Reaction Database (ORD), a public repository of structured organic reaction records. The task is: describe an organic reaction: reactants, conditions, products, and yield The product is C(C)(C)(C)C=1SC2=C(N1)C=C(C(=C2)N=C=O)N2CCN(CC2)C (2-tert-butyl-6-isocyanato-5-[4-methyl-piperazin-1-yl]benzothiazole). The solvent is C(Cl)(Cl)Cl (chloroform), O (water). Starting materials: C(=S)(Cl)Cl (thiophosgene), [OH-].[Na+] (sodium hydroxide), NC1=CC2=C(N=C(S2)C(C)(C)C)C=C1N1CCN(CC1)C (6-amino-2-tert-butyl-5-(4-methylpiperazin-1-yl)benzothiazole), C([O-])(O)=O.[Na+] (sodium bicarbonate). Conditions: time 4 hour. Reported procedure: To a stirred mixture of 75 g of 6-amino-2-tert-butyl-5-(4-methylpiperazin-1-yl)benzothiazole and 29 g of sodium bicarbonate in 1100 ml of chloroform at 0° is added 41 g of thiophosgene and the mixture stirred at 10° for 4 hours. After filtering off the solid, the solution is evaporated to get an yellow solid which is dissolved in water and the pH of the solution is brought to 7 by the addition of dilute sodium hydroxide. The solid separated is extracted with hexane and filtered through 150 g of ... Reaction SMILES: [NH2:1][C:2]1[C:14]([N:15]2[CH2:20][CH2:19][N:18]([CH3:21])[CH2:17][CH2:16]2)=[CH:13][C:5]2[N:6]=[C:7]([C:9]([CH3:12])([CH3:11])[CH3:10])[S:8][C:4]=2[CH:3]=1.[C:22](=O)(O)[O-:23].[Na+].C(Cl)(Cl)=S.[OH-].[Na+]>C(Cl)(Cl)Cl.O>[C:9]([C:7]1[S:8][C:4]2[CH:3]=[C:2]([N:1]=[C:22]=[O:23])[C:14]([N:15]3[CH2:20][CH2:19][N:18]([CH3:21])[CH2:17][CH2:16]3)=[CH:13][C:5]=2[N:6]=1)([CH3:12])([CH3:11])[CH3:10] |f:1.2,4.5|. Starting materials: CC(=O)O, O=[N+]([O-])O, CC(=O)CCc1ccc2c(c1)Cc1ccccc1-2. Product: CC(=O)CCc1ccc2c(c1)Cc1cc([N+](=O)[O-])ccc1-2. RXN SMILES: [CH3:23][C:24](=[O:25])[OH:26].[OH:19][N+:20]([O-:21])=[O:22].[cH:1]1[c:2]([CH2:14][CH2:15][C:16]([CH3:17])=[O:18])[cH:3][cH:4][c:5]2[c:13]1[CH2:12][c:11]1[c:6]-2[cH:7][cH:8][cH:9][cH:10]1>>[cH:1]1[c:2]([CH2:14][CH2:15][C:16]([CH3:17])=[O:18])[cH:3][cH:4][c:5]2[c:13]1[CH2:12][c:11]1[c:6]-2[cH:7][cH:8][c:9]([N+:20](=[O:19])[O-:21])[cH:10]1. The reactants are CO[Si](CC(C)C)(OC)OC, CCOCC, CO, [Mg+]C1CCCCC1, [Cl-]. Yields the product CO[Si](CC(C)C)(OC)C1CCCCC1. RXN SMILES: [CH2:1]([CH:2]([CH3:3])[CH3:4])[Si:5]([O:6][CH3:7])([O:8][CH3:9])[O:10][CH3:11].[CH2:22]([O:23][CH2:24][CH3:25])[CH3:26].[CH3:20][OH:21].[CH:13]1([Mg+:19])[CH2:14][CH2:15][CH2:16][CH2:17][CH2:18]1.[Cl-:12]>>[CH2:1]([CH:2]([CH3:3])[CH3:4])[Si:5]([O:6][CH3:7])([O:8][CH3:9])[CH:13]1[CH2:14][CH2:15][CH2:16][CH2:17][CH2:18]1. Reactants: C(=O)(O)CCOC1=CC=CC(=N1)C(CBr)=O (6-(2-carboxyethoxy)-2-(α-bromoacetyl)pyridine), C(C)OC=1C=C(C(=S)N)C=CC1OCC (3,4-diethoxythiobenzamide). Yields the product C(C)OC=1C=C(C=CC1OCC)C=1SC=C(N1)C1=NC(=CC=C1)OCCC(=O)O (2-(3,4-diethoxyphenyl)-4-[6-(2-carboxyethoxy)-2-pyridyl]thiazole). RXN SMILES: [C:1]([CH2:4][CH2:5][O:6][C:7]1[N:12]=[C:11]([C:13](=O)[CH2:14]Br)[CH:10]=[CH:9][CH:8]=1)([OH:3])=[O:2].[CH2:17]([O:19][C:20]1[CH:21]=[C:22]([CH:26]=[CH:27][C:28]=1[O:29][CH2:30][CH3:31])[C:23]([NH2:25])=[S:24])[CH3:18]>>[CH2:17]([O:19][C:20]1[CH:21]=[C:22]([C:23]2[S:24][CH:14]=[C:13]([C:11]3[CH:10]=[CH:9][CH:8]=[C:7]([O:6][CH2:5][CH2:4][C:1]([OH:3])=[O:2])[N:12]=3)[N:25]=2)[CH:26]=[CH:27][C:28]=1[O:29][CH2:30][CH3:31])[CH3:18]. Reported procedure: A reaction was conducted in the same manner as in Example 1, by using 6-(2-carboxyethoxy)-2-(α-bromoacetyl)pyridine and 3,4-diethoxythiobenzamide, to obtain 2-(3,4-diethoxyphenyl)-4-[6-(2-carboxyethoxy)-2-pyridyl]thiazole. Reactants: Cl (HCl), initial suspension, COC1=CC=C(C=C1)[C@H](C)N[C@@H](CC(=O)OC)C=1C=NC=CC1 (methyl N-[(S)-1-(4-methoxyphenyl)ethyl)-(S)-3-amino-3-(3-pyridyl)propanoate), C(C)[SiH](CC)CC (triethylsilane). Solvent: CO (methanol), CO (methanol), C(C)(=O)OCC (ethyl acetate), C(C)(=O)OCC (ethyl acetate), C(=O)O (formic acid). Reaction conditions: temperature 90 celsius, time 2 hour. Product: Cl.Cl.N[C@@H](CC(=O)OC)C=1C=NC=CC1 (Methyl (S)-3-amino-3-(3-pyridyl)propanoate dihydrochloride), powder. Isolated yield 72.0%. RXN SMILES: COC1C=CC([C@@H]([NH:11][C@H:12]([C:18]2[CH:19]=[N:20][CH:21]=[CH:22][CH:23]=2)[CH2:13][C:14]([O:16][CH3:17])=[O:15])C)=CC=1.C([SiH](CC)CC)C.[ClH:31]>C(O)=O.C(OCC)(=O)C.CO>[ClH:31].[ClH:31].[NH2:11][C@H:12]([C:18]1[CH:19]=[N:20][CH:21]=[CH:22][CH:23]=1)[CH2:13][C:14]([O:16][CH3:17])=[O:15] |f:6.7.8|. Reported procedure: A mixture of methyl N-[(S)-1-(4-methoxyphenyl)ethyl)-(S)-3-amino-3-(3-pyridyl)propanoate (57.35 g, 0.148 mol) and triethylsilane (25.81 g, 0.222 mol) in formic acid (120 mL) was heated to 90° C. (oil-bath) while stirring. The initial suspension became a clear solution after 5 minutes at 90° C. Heating and stirring was continued for 2 h. The reaction mixture was cooled to room temperature and the solvent was removed under reduced pressure at 50° C. to give a residual oil. The residual oil was dis... Starting materials: NC=1C=C(C(=O)OC)C=C(C1)NC1=NC=C(C(=N1)OCC#C)Br (methyl 3-amino-5-[[5-bromo-4-(prop-2-ynyloxy)pyrimidin-2-yl]amino]benzoate), C(=O)(OC(C)(C)C)N[C@H](CC1=CC=CC=C1)C(=O)O (N-BOC-D-phenylalanine), O.ON1N=NC2=C1C=CC=C2 (1-hydroxy-1H-benzotriazole hydrate), Cl.CN(CCCN=C=NCC)C (N-[3-(dimethylamino)propyl]-N′-ethylcarbodiimid hydrochloride). The solvent is CN(C)C=O (DMF), C(C)(=O)OCC (ethyl acetate). Yields the product BrC=1C(=NC(=NC1)NC=1C=C(C=C(C(=O)OC)C1)NC([C@@H](CC1=CC=CC=C1)NC(=O)OC(C)(C)C)=O)OCC#C (Methyl 5-[[5-bromo-4-(prop-2-ynyloxy)pyrimidin-2-yl]amino]-3-[[(2R)-2-[[(1,1-dimethylethoxy)carbonyl]amino]-1-oxo-3-phenylpropyl]amino]benzoate). The yield is 83.4%. RXN SMILES: [C:1]([NH:8][C@@H:9]([C:17]([OH:19])=O)[CH2:10][C:11]1[CH:16]=[CH:15][CH:14]=[CH:13][CH:12]=1)([O:3][C:4]([CH3:7])([CH3:6])[CH3:5])=[O:2].O.ON1C2C=CC=CC=2N=N1.Cl.CN(C)CCCN=C=NCC.[NH2:43][C:44]1[CH:45]=[C:46]([CH:51]=[C:52]([NH:54][C:55]2[N:60]=[C:59]([O:61][CH2:62][C:63]#[CH:64])[C:58]([Br:65])=[CH:57][N:56]=2)[CH:53]=1)[C:47]([O:49][CH3:50])=[O:48]>CN(C=O)C.C(OCC)(=O)C>[Br:65][C:58]1[C:59]([O:61][CH2:62][C:63]#[CH:64])=[N:60][C:55]([NH:54][C:52]2[CH:53]=[C:44]([NH:43][C:17](=[O:19])[C@H:9]([NH:8][C:1]([O:3][C:4]([CH3:5])([CH3:6])[CH3:7])=[O:2])[CH2:10][C:11]3[CH:12]=[CH:13][CH:14]=[CH:15][CH:16]=3)[CH:45]=[C:46]([CH:51]=2)[C:47]([O:49][CH3:50])=[O:48])=[N:56][CH:57]=1 |f:1.2,3.4|. Procedure: N-BOC-D-phenylalanine (3.3 g), 1-hydroxy-1H-benzotriazole hydrate(1.9 g) and N-[3-(dimethylamino)propyl]-N′-ethylcarbodiimid hydrochloride (2.37 g) were stirred in DMF (30 ml) for 30 minutes Then methyl 3-amino-5-[[5-bromo-4-(prop-2-ynyloxy)pyrimidin-2-yl]amino]benzoate (3.88 g) were added and the mixture stirred over night. Then ethyl acetate (500 ml) was added and the reaction mixture washed subsequently with hydrochloric acid (0.1 n), saturated NaHCO3-solution, water and brine. After drying (... Starting materials: N[C@@H]([C@@](C)(O)C1=C(C=CC(=C1)F)F)C=1C=NC=C(C1)Br ((1R,2S)-1-amino-1-(5-bromopyridin-3-yl)-2-(2,5-difluorophenyl)propan-2-ol), N(=[N+]=[N-])[C@@H]([C@](C)(O)C1=C(C=CC(=C1)F)F)C=1C=NC=C(C1)Br ((1R,2R)-1-azido-1-(5-bromopyridin-3-yl)-2-(2,5-difluorophenyl)propan-2-ol). Product: N[C@@H]([C@](C)(O)C1=C(C=CC(=C1)F)F)C=1C=NC=C(C1)Br ((1R,2R)-1-Amino-1-(5-bromopyridin-3-yl)-2-(2,5-difluorophenyl)propan-2-ol). RXN SMILES: [NH2:1][C@H:2]([C:14]1[CH:15]=[N:16][CH:17]=[C:18]([Br:20])[CH:19]=1)[C@:3]([C:6]1[CH:11]=[C:10]([F:12])[CH:9]=[CH:8][C:7]=1[F:13])([OH:5])[CH3:4].N([C@H](C1C=NC=C(Br)C=1)[C@@](C1C=C(F)C=CC=1F)(O)C)=[N+]=[N-]>>[NH2:1][C@H:2]([C:14]1[CH:15]=[N:16][CH:17]=[C:18]([Br:20])[CH:19]=1)[C@@:3]([C:6]1[CH:11]=[C:10]([F:12])[CH:9]=[CH:8][C:7]=1[F:13])([OH:5])[CH3:4]. Procedure details: Prepared according to the same procedure as (1R,2S)-1-amino-1-(5-bromopyridin-3-yl)-2-(2,5-difluorophenyl)propan-2-ol, starting with (1R,2R)-1-azido-1-(5-bromopyridin-3-yl)-2-(2,5-difluorophenyl)propan-2-ol 1H NMR (500 MHz, DMSO-d6) δ 8.57 (d, J=2.1 Hz, 1H), 8.45 (d, J=1.5 Hz, 1H), 8.03 (t, J=1.8 Hz, 1H), 7.38-7.31 (m, 1H), 7.23-7.10 (m, 2H), 5.60 (s, 1H), 4.18 (s, 1H), 1.91 (br. s., 2H), 1.24 (d, J=1.2 Hz, 3H), Mass spec.: 343.1 (MH)+.